This data is from the Open Reaction Database (ORD), a public repository of structured organic reaction records. The task is: describe an organic reaction: reactants, conditions, products, and yield Yields the product Cc1c(NC(C(=O)O)C(C)(C)O)ccc(C#N)c1Cl. As a reaction SMILES: [CH3:40][S:41]([CH3:42])=[O:43].[Cl:1][c:2]1[c:3]([C:4]#[N:5])[cH:6][cH:7][c:8]([F:11])[c:9]1[CH3:10].[K+:21].[K+:22].[NH2:12][CH:13]([C:14](=[O:15])[OH:16])[C:17]([CH3:18])([CH3:19])[OH:20].[O-:23][C:24]([O-:25])=[O:26].[OH:27][C:28]([CH2:29][C:30]([C:31](=[O:32])[OH:33])([CH2:34][C:35](=[O:36])[OH:37])[OH:38])=[O:39]>>[Cl:1][c:2]1[c:3]([C:4]#[N:5])[cH:6][cH:7][c:8]([NH:12][CH:13]([C:14](=[O:15])[OH:16])[C:17]([CH3:18])([CH3:19])[OH:20])[c:9]1[CH3:10]. Starting materials: CS(C)=O, Cc1c(F)ccc(C#N)c1Cl, [K+], [K+], CC(C)(O)C(N)C(=O)O, O=C([O-])[O-], O=C(O)CC(O)(CC(=O)O)C(=O)O. Reaction SMILES: [C:1]([Si:2]([CH3:3])([CH3:4])[O:6][CH2:7][CH:8]([C:9](=[O:10])[NH2:11])[O:12][c:13]1[cH:14][c:15]2[c:16]([cH:35][cH:36]1)-[c:17]1[n:18][c:19](-[c:25]3[n:26]([CH2:30][C:31]([F:32])([F:33])[F:34])[n:27][cH:28][n:29]3)[cH:20][n:21]1[CH2:22][CH2:23][O:24]2)([CH3:5])([CH3:37])[CH3:38].[CH2:40]([N+:41]([CH2:42][CH2:43][CH2:44][CH3:45])([CH2:46][CH2:47][CH2:48][CH3:49])[CH2:50][CH2:51][CH2:52][CH3:53])[CH2:54][CH2:55][CH3:56].[CH2:57]1[O:58][CH2:59][CH2:60][CH2:61]1.[CH3:62][CH2:63][O:64][C:65](=[O:66])[CH3:67].[F-:39].[OH2:68]>>[OH:6][CH2:7][CH:8]([C:9](=[O:10])[NH2:11])[O:12][c:13]1[cH:14][c:15]2[c:16]([cH:35][cH:36]1)-[c:17]1[n:18][c:19](-[c:25]3[n:26]([CH2:30][C:31]([F:32])([F:33])[F:34])[n:27][cH:28][n:29]3)[cH:20][n:21]1[CH2:22][CH2:23][O:24]2. Yields the product NC(=O)C(CO)Oc1ccc2c(c1)OCCn1cc(-c3ncnn3CC(F)(F)F)nc1-2. Reactants: CC(C)(C)[Si](C)(C)OCC(Oc1ccc2c(c1)OCCn1cc(-c3ncnn3CC(F)(F)F)nc1-2)C(N)=O, CCCC[N+](CCCC)(CCCC)CCCC, C1CCOC1, CCOC(C)=O, [F-], O.